Dataset: the Open Reaction Database (ORD), a public repository of structured organic reaction records. Task: describe an organic reaction: reactants, conditions, products, and yield RXN SMILES: [CH2:1]([CH3:2])[O:3][C:4]([C:5]([CH:6]=[CH2:7])([C:8]([F:9])([F:10])[F:11])[O:12][CH2:13][CH:14]=[CH2:15])=[O:16].[Cl:17][CH2:18][Cl:19]>>[CH2:1]([CH3:2])[O:3][C:4]([C:5]1([C:8]([F:9])([F:10])[F:11])[O:12][CH2:13][CH:14]=[CH:15]1)=[O:16]. Product: CCOC(=O)C1(C(F)(F)F)C=CCO1. Reactants: C=CCOC(C=C)(C(=O)OCC)C(F)(F)F, ClCCl. Yield: 110.1%. Procedure details: Ethyl 6,8-dichloro-7-(4-(4-chlorophenethylcarbamoyl)phenoxy)chroman-4-carboxylate (26.8 g, 48.83 mmol) was dissolved in 200 proof EtOH (50 ml)-THF (170 ml). 6N NaOH solution (12.21 ml, 73.25 mmol) was added to the mixture at ambient temperature. The mixture was stirred for 1 hour at ambient temperature. The mixture was transferred to a separatory funnel. 1N HCl solution (97.66 ml, 97.66 mmol) was added to the separatory funnel and EtOAc (100 ml) was added. The mixture was shaken and stood for la... Run at time 1 hour. As a reaction SMILES: [Cl:1][C:2]1[CH:3]=[C:4]2[C:9](=[C:10]([Cl:31])[C:11]=1[O:12][C:13]1[CH:18]=[CH:17][C:16]([C:19](=[O:30])[NH:20][CH2:21][CH2:22][C:23]3[CH:28]=[CH:27][C:26]([Cl:29])=[CH:25][CH:24]=3)=[CH:15][CH:14]=1)[O:8][CH2:7][CH2:6][CH:5]2[C:32]([O:34]CC)=[O:33].[OH-].[Na+].Cl.CCOC(C)=O>CCO.C1COCC1>[Cl:1][C:2]1[CH:3]=[C:4]2[C:9](=[C:10]([Cl:31])[C:11]=1[O:12][C:13]1[CH:18]=[CH:17][C:16]([C:19](=[O:30])[NH:20][CH2:21][CH2:22][C:23]3[CH:28]=[CH:27][C:26]([Cl:29])=[CH:25][CH:24]=3)=[CH:15][CH:14]=1)[O:8][CH2:7][CH2:6][CH:5]2[C:32]([OH:34])=[O:33] |f:1.2|. Product: ClC=1C=C2C(CCOC2=C(C1OC1=CC=C(C=C1)C(NCCC1=CC=C(C=C1)Cl)=O)Cl)C(=O)O (6,8-dichloro-7-(4-(4-chlorophenethylcarbamoyl)phenoxy)chroman-4-carboxylic acid). The solvent is CCO (EtOH), C1CCOC1 (THF). Starting materials: ClC=1C=C2C(CCOC2=C(C1OC1=CC=C(C=C1)C(NCCC1=CC=C(C=C1)Cl)=O)Cl)C(=O)OCC (Ethyl 6,8-dichloro-7-(4-(4-chlorophenethylcarbamoyl)phenoxy)chroman-4-carboxylate), [OH-].[Na+] (NaOH), Cl (HCl), CCOC(=O)C (EtOAc). The reactants are N1CCCC1 (Pyrrolidine), C(C)(=O)O (acetic acid), CC(C)N1NC(C=C1C)=O (1,2-dihydro-1-(1-methylethyl)-5-methyl-3H-pyrazol-3-one), FC1=C(C=O)C=CC(=C1)OC (2-fluoro-4-methoxybenzaldehyde). Run in C(C)O (ethanol). Conditions: temperature 50 celsius. Yields the product CC(C)N1NC(C(=C1C)C(OCC)C1=C(C=C(C=C1)OC)F)=O (1,2-Dihydro-1-(1-methylethyl)-4-[(2-fluor-4-methoxyphenyl)-(ethoxy)methyl]-5-methyl-3H-pyrazol-3-one). As a reaction SMILES: N1CC[CH2:3][CH2:2]1.C(O)(=O)C.[CH3:10][CH:11]([N:13]1[C:17]([CH3:18])=[CH:16][C:15](=[O:19])[NH:14]1)[CH3:12].[F:20][C:21]1[CH:28]=[C:27]([O:29][CH3:30])[CH:26]=[CH:25][C:22]=1[CH:23]=[O:24]>C(O)C>[CH3:10][CH:11]([N:13]1[C:17]([CH3:18])=[C:16]([CH:23]([C:22]2[CH:25]=[CH:26][C:27]([O:29][CH3:30])=[CH:28][C:21]=2[F:20])[O:24][CH2:2][CH3:3])[C:15](=[O:19])[NH:14]1)[CH3:12]. Procedure: Pyrrolidine (21 ml; 0.257 mol) and acetic acid (22 ml; 0.385 mol) are added to a mixture of 1,2-dihydro-1-(1-methylethyl)-5-methyl-3H-pyrazol-3-one (180 g; 1.28 mol) and 2-fluoro-4-methoxybenzaldehyde (198 g; 1.28 mol) in ethanol (2.7 L). The suspension is heated to about 50° C. for about 67 h. The reaction mixture is then cooled to approx. 17° C. and filtered. The product is washed with diisopropyl ether (500 ml) and subsequently refluxed with THF (2.5 L). The obtained solution is filtered over... Reactants: O=C(O)CC1Cc2cc(Cl)c3[nH]ncc3c2CN(Cc2ccncc2)C1=O, CC(C)(C)CN1Cc2c(cc(Cl)c3[nH]ncc23)CC(CC(=O)N2CCC(N3Cc4ccccc4NC3=O)CC2)C1=O, Cl, Cl, Cl, O=C1Nc2ccccc2CN1C1CCNCC1. The product is O=C(CC1Cc2cc(Cl)c3[nH]ncc3c2CN(Cc2ccncc2)C1=O)N1CCC(N2Cc3ccccc3NC2=O)CC1. As a reaction SMILES: [Cl:3][c:4]1[cH:5][c:6]2[c:7]([c:8]3[cH:9][n:10][nH:11][c:12]13)[CH2:13][N:14]([CH2:23][c:24]1[cH:25][cH:26][n:27][cH:28][cH:29]1)[C:15](=[O:22])[CH:16]([CH2:18][C:19](=[O:20])[OH:21])[CH2:17]2.[Cl:48][c:49]1[c:50]2[nH:51][n:52][cH:53][c:54]2[c:55]2[c:87]([cH:88]1)[CH2:86][CH:65]([CH2:66][C:67](=[O:68])[N:69]1[CH2:70][CH2:71][CH:72]([N:73]3[CH2:74][c:75]4[c:76]([cH:77][cH:78][cH:79][cH:80]4)[NH:81][C:82]3=[O:83])[CH2:84][CH2:85]1)[C:63](=[O:64])[N:57]([CH2:58][C:59]([CH3:60])([CH3:61])[CH3:62])[CH2:56]2.[ClH:1].[ClH:2].[ClH:30].[O:31]=[C:32]1[NH:33][c:34]2[cH:35][cH:36][cH:37][cH:38][c:39]2[CH2:40][N:41]1[CH:42]1[CH2:43][CH2:44][NH:45][CH2:46][CH2:47]1>>[Cl:3][c:4]1[cH:5][c:6]2[c:7]([c:8]3[cH:9][n:10][nH:11][c:12]13)[CH2:13][N:14]([CH2:23][c:24]1[cH:25][cH:26][n:27][cH:28][cH:29]1)[C:15](=[O:22])[CH:16]([CH2:18][C:19](=[O:20])[N:45]1[CH2:44][CH2:43][CH:42]([N:41]3[C:32](=[O:31])[NH:33][c:34]4[cH:35][cH:36][cH:37][cH:38][c:39]4[CH2:40]3)[CH2:47][CH2:46]1)[CH2:17]2. Starting materials: CN1CCN(CC1)S(=O)(=O)Cl (4-methyl-1-piperazinylsulphonyl chloride), NC=1C=CC(=C(C1)C=1NC(C2=C(N1)C(=NN2C)CCC)=O)OCC (5-(5-amino-2-ethoxyphenyl)-1-methyl-3-n-propyl-1,6-dihydro-7H-pyrazolo[4,3-d]pyrimidin-7-one). Product: C(C)OC1=C(C=C(C=C1)NS(=O)(=O)N1CCN(CC1)C)C=1NC(C2=C(N1)C(=NN2C)CCC)=O (5-[2-Ethoxy-5-(4-methyl-1-piperazinyl)sulphonamidophenyl]-1-methyl-3-n-propyl-1,6-dihydro-7H-pyrazolo[4,3-d]pyrimidin-7-one), powder. Isolated yield 13.0%. RXN SMILES: [CH3:1][N:2]1[CH2:7][CH2:6][N:5]([S:8](Cl)(=[O:10])=[O:9])[CH2:4][CH2:3]1.[NH2:12][C:13]1[CH:14]=[CH:15][C:16]([O:33][CH2:34][CH3:35])=[C:17]([C:19]2[NH:20][C:21](=[O:32])[C:22]3[N:27]([CH3:28])[N:26]=[C:25]([CH2:29][CH2:30][CH3:31])[C:23]=3[N:24]=2)[CH:18]=1>>[CH2:34]([O:33][C:16]1[CH:15]=[CH:14][C:13]([NH:12][S:8]([N:5]2[CH2:6][CH2:7][N:2]([CH3:1])[CH2:3][CH2:4]2)(=[O:10])=[O:9])=[CH:18][C:17]=1[C:19]1[NH:20][C:21](=[O:32])[C:22]2[N:27]([CH3:28])[N:26]=[C:25]([CH2:29][CH2:30][CH3:31])[C:23]=2[N:24]=1)[CH3:35]. Reported procedure: The title compound was prepared from 4-methyl-1-piperazinylsulphonyl chloride and 5-(5-amino-2-ethoxyphenyl)-1-methyl-3-n-propyl-1,6-dihydro-7H-pyrazolo[4,3-d]pyrimidin-7-one, following the procedure of Example 41, and was obtained as an orange powder (13%), m.p. 152°-153° C. Found: C,54.32; H,6.38; N,19.88. C22H31N7O4S requires C,53.97; H,6.38; N,20.03%. The reactants are BrC1=C(C=CC=C1)C1NC(OC1)=O (4-(2-bromophenyl)oxazolidin-2-one), N1C(=CC=C1)C(=O)O (1H-pyrrole-2-carboxylic acid), N1(CCNCC1)C(=O)OC(C)(C)C (tert-butyl piperazine-1-carboxylate), [O-]P(=O)([O-])[O-].[K+].[K+].[K+] (K3PO4). The reagents and catalysts are [Cu]I (copper(I) iodide). Run in CS(=O)C (DMSO). Reaction conditions: temperature 90 celsius. The product is O=C1OCC(N1)C1=C(C=CC=C1)N1CCN(CC1)C(=O)OC(C)(C)C (tert-butyl 4-(2-(2-oxooxazolidin-4-yl)phenyl)piperazine-1-carboxylate). The yield is 64.9%. As a reaction SMILES: Br[C:2]1[CH:7]=[CH:6][CH:5]=[CH:4][C:3]=1[CH:8]1[CH2:12][O:11][C:10](=[O:13])[NH:9]1.N1C=CC=C1C(O)=O.[N:22]1([C:28]([O:30][C:31]([CH3:34])([CH3:33])[CH3:32])=[O:29])[CH2:27][CH2:26][NH:25][CH2:24][CH2:23]1.[O-]P([O-])([O-])=O.[K+].[K+].[K+]>CS(C)=O.[Cu]I>[O:13]=[C:10]1[NH:9][CH:8]([C:3]2[CH:4]=[CH:5][CH:6]=[CH:7][C:2]=2[N:25]2[CH2:24][CH2:23][N:22]([C:28]([O:30][C:31]([CH3:34])([CH3:33])[CH3:32])=[O:29])[CH2:27][CH2:26]2)[CH2:12][O:11]1 |f:3.4.5.6|. Procedure: A mixture of 4-(2-bromophenyl)oxazolidin-2-one (497 mg, 2.05 mmol), 1H-pyrrole-2-carboxylic acid (137 mg, 1.23 mmol), tert-butyl piperazine-1-carboxylate (765 mg, 4.11 mmol), copper(I) iodide (117 mg, 0.616 mmol) and K3PO4 (1.74 g, 8.21 mmol) in DMSO (15 mL) was heated at 90° C. for 8 hours. After cooling, the reaction mixture was partitioned between EtOAc and water. The aqueous layer was extracted with EtOAc. The combined organic layers were washed with brine, dried and concentrated. The residu... Reactants: CO, O=C(OCc1ccccc1)N1CC2OC2C1, [NH4+], [OH-]. The product is NC1CN(C(=O)OCc2ccccc2)CC1O. RXN SMILES: [CH3:19][OH:20].[CH:1]12[CH2:2][N:3]([C:7](=[O:8])[O:9][CH2:10][c:11]3[cH:12][cH:13][cH:14][cH:15][cH:16]3)[CH2:4][CH:5]1[O:6]2.[NH4+:17].[OH-:18]>>[CH:1]1([NH2:17])[CH2:2][N:3]([C:7](=[O:8])[O:9][CH2:10][c:11]2[cH:12][cH:13][cH:14][cH:15][cH:16]2)[CH2:4][CH:5]1[OH:6].